describe an organic reaction: reactants, conditions, products, and yield From a dataset of the Open Reaction Database (ORD), a public repository of structured organic reaction records. Starting materials: CC(=O)O, Cl, CCOC(=O)c1cn2c3c(c(F)c(F)c(F)c3c1=O)CCN2C, O. Product: CN1CCc2c(F)c(F)c(F)c3c(=O)c(C(=O)O)cn1c23. Reaction SMILES: [CH3:24][C:25](=[O:26])[OH:27].[ClH:28].[F:1][c:2]1[c:3]2[c:8]3[n:7]([cH:16][c:15]([C:17](=[O:18])[O:19][CH2:20][CH3:21])[c:14](=[O:22])[c:9]3[c:10]([F:13])[c:11]1[F:12])[N:6]([CH3:23])[CH2:5][CH2:4]2.[OH2:29]>>[F:1][c:2]1[c:3]2[c:8]3[n:7]([cH:16][c:15]([C:17](=[O:18])[OH:19])[c:14](=[O:22])[c:9]3[c:10]([F:13])[c:11]1[F:12])[N:6]([CH3:23])[CH2:5][CH2:4]2. The reactants are C1(C=2C(C(N1CCCC(=O)O)=O)=CC=CC2)=O (4-phtalimido-butyric acid), Cl.N1[C@H](C(=O)N2CCCC2)CCC1 (L-prolyl-pyrrolidin-hydrochloric acid salt). Solvent: C(Cl)(Cl)Cl (chloroform), C(C)N(CC)CC (triethylamine), C(Cl)(Cl)Cl (chloroform), C(C(C)(C)C)(=O)Cl (pivaloylchlorid), C(C)N(CC)CC (triethylamin). The product is C1(C=2C(C(N1CCCC(=O)N1[C@H](C(=O)N3CCCC3)CCC1)=O)=CC=CC2)=O (N-(4-phtalimido-butanoyl)-L-prolyl-pyrrolidin). Isolated yield 57.2%. RXN SMILES: [C:1]1(=[O:17])[N:5]([CH2:6][CH2:7][CH2:8][C:9]([OH:11])=O)[C:4](=[O:12])[C:3]2=[CH:13][CH:14]=[CH:15][CH:16]=[C:2]12.Cl.[NH:19]1[CH2:30][CH2:29][CH2:28][C@H:20]1[C:21]([N:23]1[CH2:27][CH2:26][CH2:25][CH2:24]1)=[O:22]>C(Cl)(Cl)Cl.C(Cl)(=O)C(C)(C)C.C(N(CC)CC)C>[C:4]1(=[O:12])[N:5]([CH2:6][CH2:7][CH2:8][C:9]([N:19]2[CH2:30][CH2:29][CH2:28][C@H:20]2[C:21]([N:23]2[CH2:24][CH2:25][CH2:26][CH2:27]2)=[O:22])=[O:11])[C:1](=[O:17])[C:2]2=[CH:16][CH:15]=[CH:14][CH:13]=[C:3]12 |f:1.2|. Procedure details: To a solution prepared by dissolving 1,17 g (5,0 mM) 4-phtalimido-butyric acid and 0,56 g (5,5 mM) triethylamin in 20 ml chloroform 0,61 g (5,0 mm) pivaloylchlorid were dropped at −15° C. under stirring. The reaction mixture was stirred for 1 hour at the above temperature and then a solution prepared by dissolving 1,03 g (5,0 mM) L-prolyl-pyrrolidin-hydrochloric acid salt in a mixture of 5 ml chloroform and 1,5 ml (1,1 g, 11,0 mM) triethylamine were dropwise added to it. Reaction mixture was sti... Reactants: C(C)(C)(C)OC(=O)NC1=CC=C(C=C1)C=1C=C(N(C1)C)C(=O)OC (Methyl 4-(4-(tert-butoxycarbonylamino)phenyl)-1-methyl-1H-pyrrole-2-carboxylate). Run in CO (MeOH), Cl (HCl), O1CCOCC1 (dioxane). Run at time 6 hour. The product is NC1=CC=C(C=C1)C=1C=C(N(C1)C)C(=O)OC (Methyl 4-(4-aminophenyl)-1-methyl-1H-pyrrole-2-carboxylate). Reaction SMILES: C(OC([NH:8][C:9]1[CH:14]=[CH:13][C:12]([C:15]2[CH:16]=[C:17]([C:21]([O:23][CH3:24])=[O:22])[N:18]([CH3:20])[CH:19]=2)=[CH:11][CH:10]=1)=O)(C)(C)C>CO.Cl.O1CCOCC1>[NH2:8][C:9]1[CH:14]=[CH:13][C:12]([C:15]2[CH:16]=[C:17]([C:21]([O:23][CH3:24])=[O:22])[N:18]([CH3:20])[CH:19]=2)=[CH:11][CH:10]=1. Reported procedure: 5 (1 g, 3.027 mmol) was dissolved in a small volume of MeOH and 4M HCl in dioxane (15 mL) was added slowly to the stirring solution. The reaction mixture was stirred for 6 hours at which point TLC showed completion of reaction. Excess solvent was evaporated under vacuum to obtain a brown coloured solid 7. The solid product was subjected to flash chromatography (n-hexane/EtOAc 9:1) to give pure 7 (065 g, 94.2%). IR (FTIR, vmax/cm−1): 3366, 2987, 1688, 1629, 1566, 1422, 1372, 1262, 1181, 1103, 106... Starting materials: BrCC1=C(C=CC(=C1CBr)F)F (2,3-bis-bromomethyl-1,4-difluorobenzene), C1(=CC=C(C=C1)S(=O)(=O)N)C (4-toluenesulphonamide), [H-].[Na+] (sodium hydride). The solvent is CN(C=O)C (N,N-dimethylformamide), CN(C=O)C (N,N-dimethylformamide), CN(C=O)C (N,N-dimethylformamide). Conditions: temperature 110 celsius, time 1 hour. Product: FC1=C2CN(CC2=C(C=C1)F)S(=O)(=O)C1=CC=C(C=C1)C (4,7-difluoro-2-(toluene-4-sulfonyl)isoindoline). The yield is 55.7%. Reaction SMILES: [C:1]1([CH3:11])[CH:6]=[CH:5][C:4]([S:7]([NH2:10])(=[O:9])=[O:8])=[CH:3][CH:2]=1.[H-].[Na+].Br[CH2:15][C:16]1[C:21]([CH2:22]Br)=[C:20]([F:24])[CH:19]=[CH:18][C:17]=1[F:25]>CN(C)C=O>[F:24][C:20]1[CH:19]=[CH:18][C:17]([F:25])=[C:16]2[C:21]=1[CH2:22][N:10]([S:7]([C:4]1[CH:3]=[CH:2][C:1]([CH3:11])=[CH:6][CH:5]=1)(=[O:8])=[O:9])[CH2:15]2 |f:1.2|. Reported procedure: A solution of 4-toluenesulphonamide (2.44 g, 14.28 mmol) in N,N-dimethylformamide (10 ml) was added dropwise to a vigourously stirred suspension of sodium hydride (1.2 g, 60 wt % in mineral oil, 30.0 mmol) in anhydrous N,N-dimethylformamide (60 ml). The mixture was stirred at room temperature for 1 hour, at 110° C. for 1 hour and was then cooled to 60° C. and a solution of 2,3-bis-bromomethyl-1,4-difluorobenzene (4.28 g, 14.28 mmol) in N,N-dimethylformamide (30 ml) was added dropwise. The mixtur...